From a dataset of the Open Reaction Database (ORD), a public repository of structured organic reaction records. describe an organic reaction: reactants, conditions, products, and yield Procedure details: 2,2,2-Trifluoroacetic acid (4 mL, 52 mmol) was added to a solution of (S)-tert-butyl 1-(3-(4-chlorophenyl)-1,2,4-oxadiazol-5-yl)ethylcarbamate (0.613 g, 1.89 mmol) in DCM (10 mL) at room temperature. The solution was stirred at room temperature for 1 hour and then concentrated in vacuo. The residue was dissolved in chloroform (100 mL) and washed with saturated aqueous sodium bicarbonate (100 mL). The layers were separated and the aqueous layer was extracted with chloroform (3×30 mL) and the comb... Run in C(Cl)Cl (DCM). Starting materials: FC(C(=O)O)(F)F (2,2,2-Trifluoroacetic acid), ClC1=CC=C(C=C1)C1=NOC(=N1)[C@H](C)NC(OC(C)(C)C)=O ((S)-tert-butyl 1-(3-(4-chlorophenyl)-1,2,4-oxadiazol-5-yl)ethylcarbamate). Conditions: time 1 hour. Product: ClC1=CC=C(C=C1)C1=NOC(=N1)[C@H](C)N ((S)-1-(3-(4-chlorophenyl)-1,2,4-oxadiazol-5-yl)ethanamine). The yield is 118.3%. RXN SMILES: FC(F)(F)C(O)=O.[Cl:8][C:9]1[CH:14]=[CH:13][C:12]([C:15]2[N:19]=[C:18]([C@@H:20]([NH:22]C(=O)OC(C)(C)C)[CH3:21])[O:17][N:16]=2)=[CH:11][CH:10]=1>C(Cl)Cl>[Cl:8][C:9]1[CH:10]=[CH:11][C:12]([C:15]2[N:19]=[C:18]([C@@H:20]([NH2:22])[CH3:21])[O:17][N:16]=2)=[CH:13][CH:14]=1.